The task is: describe an organic reaction: reactants, conditions, products, and yield. This data is from the Open Reaction Database (ORD), a public repository of structured organic reaction records. The reactants are C(C1=CC=CC=C1)N(CCC1=CC=C(C=C1)[N+](=O)[O-])C[C@H](O)C1=CC=CC=C1 ((R)-2-[N-benzyl-N-[2-(4-nitrophenyl)ethyl]amino]-1-phenylethanol), Cl (hydrochloric acid), aqueous solution, [OH-].[Na+] (sodium hydroxide). The reagents and catalysts are [Fe] (iron). Run in CO (methanol). The product is NC1=CC=C(C=C1)CCN(CC1=CC=CC=C1)C[C@H](O)C1=CC=CC=C1 ((R)-2-[N-[2-(4-amino-phenyl)ethyl]-N-benzylamino]-1-phenylethanol). Yield: 92.8%. Reaction SMILES: [CH2:1]([N:8]([CH2:20][C@@H:21]([C:23]1[CH:28]=[CH:27][CH:26]=[CH:25][CH:24]=1)[OH:22])[CH2:9][CH2:10][C:11]1[CH:16]=[CH:15][C:14]([N+:17]([O-])=O)=[CH:13][CH:12]=1)[C:2]1[CH:7]=[CH:6][CH:5]=[CH:4][CH:3]=1.Cl.[OH-].[Na+]>CO.[Fe]>[NH2:17][C:14]1[CH:15]=[CH:16][C:11]([CH2:10][CH2:9][N:8]([CH2:20][C@@H:21]([C:23]2[CH:24]=[CH:25][CH:26]=[CH:27][CH:28]=2)[OH:22])[CH2:1][C:2]2[CH:7]=[CH:6][CH:5]=[CH:4][CH:3]=2)=[CH:12][CH:13]=1 |f:2.3|. Reported procedure: To a solution of 13.4 g of (R)-2-[N-benzyl-N-[2-(4-nitrophenyl)ethyl]amino]-1-phenylethanol in 150 ml of methanol were added 8.6 g of iron powder and 40 ml of a 2N aqueous hydrochloric acid solution. The reaction mixture was heated to reflux for two hours, a 1N aqueous solution of sodium hydroxide was added thereto, and the insoluble matters thus produced were filtered off using Celite. The filtrate was concentrated in vacuo to remove the methanol. The resulting aqueous phase was extracted with ... The reactants are N1=CC=C(C=C1)C1=C2CC(NC2=CC=C1)=O (4-Pyridin-4-yl-1,3-dihydroindol-2-one), N1=CC=C(C=C1)NC(=O)C1=C(NC(=C1C1=CC=CC=C1)C=O)C (5-formyl-2-methyl-4-phenyl-1H-pyrrole-3-carboxylic acid pyridin-4-ylamide). Product: N1=CC=C(C=C1)NC(=O)C1=C(NC(=C1C1=CC=CC=C1)C=C1C(NC2=CC=CC(=C12)C1=CC=NC=C1)=O)C (2-Methyl-5-(2-oxo-4-pyridin-4-yl-1,2-dihydroindol-3-ylidene-methyl)-4-phenyl-1H-pyrrole-3-carboxylic Acid pyridin-4-ylamide). Reaction SMILES: [N:1]1[CH:6]=[CH:5][C:4]([C:7]2[CH:15]=[CH:14][CH:13]=[C:12]3[C:8]=2[CH2:9][C:10](=[O:16])[NH:11]3)=[CH:3][CH:2]=1.[N:17]1[CH:22]=[CH:21][C:20]([NH:23][C:24]([C:26]2[C:30]([C:31]3[CH:36]=[CH:35][CH:34]=[CH:33][CH:32]=3)=[C:29]([CH:37]=O)[NH:28][C:27]=2[CH3:39])=[O:25])=[CH:19][CH:18]=1>>[N:17]1[CH:22]=[CH:21][C:20]([NH:23][C:24]([C:26]2[C:30]([C:31]3[CH:32]=[CH:33][CH:34]=[CH:35][CH:36]=3)=[C:29]([CH:37]=[C:9]3[C:8]4[C:12](=[CH:13][CH:14]=[CH:15][C:7]=4[C:4]4[CH:5]=[CH:6][N:1]=[CH:2][CH:3]=4)[NH:11][C:10]3=[O:16])[NH:28][C:27]=2[CH3:39])=[O:25])=[CH:19][CH:18]=1. Procedure: 4-Pyridin-4-yl-1,3-dihydroindol-2-one was condensed with 5-formyl-2-methyl-4-phenyl-1H-pyrrole-3-carboxylic acid pyridin-4-ylamide to give the title compound. Starting materials: C(C1=CC=CC=C1)C(C)(CC=C)O (2-benzylpent-4-en-2-ol), alcohol, C(OC1(CCC(CC1)C(C)C)C)([O-])=O (1-menthyl carbonate). The product is C1(CC(C(CC1)C(C)C)O)C (menthol). Yield: 18.0%. RXN SMILES: C(C([OH:13])(CC=C)C)C1C=CC=CC=1.C(=O)([O-])O[C:16]1([CH3:25])[CH2:21][CH2:20][CH:19]([CH:22]([CH3:24])[CH3:23])[CH2:18][CH2:17]1>>[CH:16]1([CH3:25])[CH2:21][CH2:20][CH:19]([CH:22]([CH3:24])[CH3:23])[CH:18]([OH:13])[CH2:17]1. Procedure details: The method of Grignard and Chambret, Compt. rend. 182, 299(1926) was used to prepare 2-benzylpent-4-en-2-ol. The alcohol was converted to the 1-menthyl carbonate by a procedure like that of Example 4. Distillation of the extracted product through an 8-inch Vigreux column gave fractions boiling 25°-110°/0.04-0.6 mm, all having strong OH absorption in the infra-red. The residue was distilled through a short path and the fraction boiling 165°-6°/0.6-0.7 mm showed the following IR absorptions: no OH... Reactants: ClC1=CC(=CC(=N1)N[C@@H](C)C1=CC=C(C=C1)F)C=1C=NN(C1)C ((S)-6-chloro-N-[1-(4-fluorophenyl)ethyl]-4-(1-methyl-1H-pyrazol-4-yl)pyridine-2-amine), NC1=NC=CN=C1 (2-aminopyrazine), C1(CCCCC1)P(C1=C(C=CC=C1)C1=C(C=C(C=C1C(C)C)C(C)C)C(C)C)C1CCCCC1 (2-dicyclohexylphosphino-2′,4′,6′-triisopropylbiphenyl), CC(C)([O-])C.[Na+] (sodium t-butoxide), tris(dibenzylideneacetone)(chloroform)dipalladium. Run in C1(=CC=CC=C1)C (toluene), C(C)(=O)OCC (ethyl acetate). Run at temperature 100 celsius, time 1.5 hour. Product: FC1=CC=C(C=C1)[C@H](C)NC1=NC(=CC(=C1)C=1C=NN(C1)C)NC1=NC=CN=C1 ((S)—N2-[1-(4-fluorophenyl)ethyl]-4-(1-methyl-1H-pyrazol-4-yl)-N6-(pyrazin-2-yl)pyridine-2,6-diamine). Isolated yield 73.7%. RXN SMILES: Cl[C:2]1[N:7]=[C:6]([NH:8][C@H:9]([C:11]2[CH:16]=[CH:15][C:14]([F:17])=[CH:13][CH:12]=2)[CH3:10])[CH:5]=[C:4]([C:18]2[CH:19]=[N:20][N:21]([CH3:23])[CH:22]=2)[CH:3]=1.[NH2:24][C:25]1[CH:30]=[N:29][CH:28]=[CH:27][N:26]=1.C1(P(C2CCCCC2)C2C=CC=CC=2C2C(C(C)C)=CC(C(C)C)=CC=2C(C)C)CCCCC1.CC(C)([O-])C.[Na+]>C(OCC)(=O)C.C1(C)C=CC=CC=1>[F:17][C:14]1[CH:15]=[CH:16][C:11]([C@@H:9]([NH:8][C:6]2[CH:5]=[C:4]([C:18]3[CH:19]=[N:20][N:21]([CH3:23])[CH:22]=3)[CH:3]=[C:2]([NH:24][C:25]3[CH:30]=[N:29][CH:28]=[CH:27][N:26]=3)[N:7]=2)[CH3:10])=[CH:12][CH:13]=1 |f:3.4|. Procedure details: 235 mg of (S)-6-chloro-N-[1-(4-fluorophenyl)ethyl]-4-(1-methyl-1H-pyrazol-4-yl)pyridine-2-amine, 74 mg of 2-aminopyrazine, 68 mg of 2-dicyclohexylphosphino-2′,4′,6′-triisopropylbiphenyl, 95 mg of sodium t-butoxide and 37 mg of tris(dibenzylideneacetone)(chloroform)dipalladium were added in turn to 6 ml of degassed toluene, and the mixture was stirred at 100° C. for 1.5 hours under argon atmosphere. The reaction solution was diluted with ethyl acetate. The solution was washed in turn with water a... Reactants: FC1=CC=C(C=C1)CC(C(=O)OCC)=O (ethyl 3-(4-fluorophenyl)-2-oxopropanoate), C(C)OC(OCC)OCC (triethoxymethane). The solvent is C(C)(=O)OC(C)=O (acetic anhydride). Yields the product C(C)O/C=C(/C(C(=O)OCC)=O)\C1=CC=C(C=C1)F ((E)-ethyl 4-ethoxy-3-(4-fluorophenyl)-2-oxobut-3-enoate). The yield is 14.0%. As a reaction SMILES: [F:1][C:2]1[CH:7]=[CH:6][C:5]([CH2:8][C:9](=[O:15])[C:10]([O:12][CH2:13][CH3:14])=[O:11])=[CH:4][CH:3]=1.[CH2:16]([O:18][CH:19](OCC)OCC)[CH3:17]>C(OC(=O)C)(=O)C>[CH2:16]([O:18]/[CH:19]=[C:8](\[C:5]1[CH:4]=[CH:3][C:2]([F:1])=[CH:7][CH:6]=1)/[C:9](=[O:15])[C:10]([O:12][CH2:13][CH3:14])=[O:11])[CH3:17]. Reported procedure: A solution of ethyl 3-(4-fluorophenyl)-2-oxopropanoate (4 g, 19.03 mmol, 1.00 equiv) and triethoxymethane (16 mL) in acetic anhydride (5 mL) was stirred at 130° C. overnight. The reaction mixture was cooled to room temperature and then concentrated under vacuum. The residue was purified on a silica gel column eluted with 0-10% of ethyl acetate in petroleum ether to give 700 mg (14%) of (E)-ethyl 4-ethoxy-3-(4-fluorophenyl)-2-oxobut-3-enoate as a yellow oil. 1H-NMR (300 MHz, DMSO-d6): δ 7.71 (s, ... The reactants are CON, CC(=O)O, CO, COC(=O)c1ncc2c(ccn2Cc2ccc(F)cc2)c1O, [Na+], [OH-], O. The product is CONC(=O)c1ncc2c(ccn2Cc2ccc(F)cc2)c1O. Reaction SMILES: [CH3:25][O:26][NH2:27].[CH3:28][C:29](=[O:30])[OH:31].[CH3:32][OH:33].[F:1][c:2]1[cH:3][cH:4][c:5]([CH2:6][n:7]2[cH:8][cH:9][c:10]3[c:11]2[cH:12][n:13][c:14]([C:17]([O:19][CH3:18])=[O:20])[c:15]3[OH:16])[cH:21][cH:22]1.[Na+:24].[OH-:23].[OH2:34]>>[F:1][c:2]1[cH:3][cH:4][c:5]([CH2:6][n:7]2[cH:8][cH:9][c:10]3[c:11]2[cH:12][n:13][c:14]([C:17](=[O:19])[NH:27][O:26][CH3:25])[c:15]3[OH:16])[cH:21][cH:22]1. Reactants: O=S(=O)(NC1CCC(CCCCCBr)CC1)c1ccc(C(F)(F)F)cc1, CCNCCO, CCO, [Na+], O=C([O-])O. Product: CCN(CCO)CCCCCC1CCC(NS(=O)(=O)c2ccc(C(F)(F)F)cc2)CC1. RXN SMILES: [Br:1][CH2:2][CH2:3][CH2:4][CH2:5][CH2:6][CH:7]1[CH2:8][CH2:9][CH:10]([NH:13][S:14](=[O:15])(=[O:16])[c:17]2[cH:18][cH:19][c:20]([C:23]([F:24])([F:25])[F:26])[cH:21][cH:22]2)[CH2:11][CH2:12]1.[CH2:27]([CH3:28])[NH:29][CH2:30][CH2:31][OH:32].[CH3:38][CH2:39][OH:40].[Na+:37].[O-:33][C:34]([OH:35])=[O:36]>>[CH2:2]([CH2:3][CH2:4][CH2:5][CH2:6][CH:7]1[CH2:8][CH2:9][CH:10]([NH:13][S:14](=[O:15])(=[O:16])[c:17]2[cH:18][cH:19][c:20]([C:23]([F:24])([F:25])[F:26])[cH:21][cH:22]2)[CH2:11][CH2:12]1)[N:29]([CH2:27][CH3:28])[CH2:30][CH2:31][OH:32]. Starting materials: C=O, Cc1cc(C)nc(OC(C(=O)O)C2(c3ccccc3)NCC(=O)N(C)c3ccccc32)n1, CO, O. Product: Cc1cc(C)nc(OC(C(=O)O)C2(c3ccccc3)c3ccccc3N(C)C(=O)CN2C)n1. As a reaction SMILES: [CH2:36]=[O:37].[CH3:1][c:2]1[n:3][c:4]([O:9][CH:10]([C:11](=[O:12])[OH:13])[C:14]2([c:27]3[cH:28][cH:29][cH:30][cH:31][cH:32]3)[c:15]3[c:16]([cH:23][cH:24][cH:25][cH:26]3)[N:17]([CH3:22])[C:18](=[O:21])[CH2:19][NH:20]2)[n:5][c:6]([CH3:8])[cH:7]1.[CH3:33][OH:34].[OH2:35]>>[CH3:1][c:2]1[n:3][c:4]([O:9][CH:10]([C:11](=[O:12])[OH:13])[C:14]2([c:27]3[cH:28][cH:29][cH:30][cH:31][cH:32]3)[c:15]3[c:16]([cH:23][cH:24][cH:25][cH:26]3)[N:17]([CH3:22])[C:18](=[O:21])[CH2:19][N:20]2[CH3:33])[n:5][c:6]([CH3:8])[cH:7]1. Starting materials: COCCO, Cl, NCC(=O)O, [Na], O, CCOC(=O)c1c(O)c(C(C)C)n[nH]c1=O. Yields the product CC(C)c1n[nH]c(=O)c(C(=O)NCC(=O)O)c1O. As a reaction SMILES: [CH3:24][O:25][CH2:26][CH2:27][OH:28].[ClH:23].[NH2:18][CH2:19][C:20](=[O:21])[OH:22].[Na:17].[OH2:29].[OH:1][c:2]1[c:3]([C:12]([O:14][CH2:13][CH3:15])=[O:16])[c:4](=[O:11])[nH:5][n:6][c:7]1[CH:8]([CH3:9])[CH3:10]>>[OH:1][c:2]1[c:3]([C:12](=[O:14])[NH:18][CH2:19][C:20](=[O:21])[OH:22])[c:4](=[O:11])[nH:5][n:6][c:7]1[CH:8]([CH3:9])[CH3:10]. Reactants: C(C1=CC=CC=C1)OC1=C(C(=O)OC)C=CC=C1C (methyl 2-(benzyloxy)-3-methylbenzoate), [Li+].[BH4-] (LiBH4). Run in O1CCCC1 (tetrahydrofuran). The product is C(C1=CC=CC=C1)OC1=C(C=CC=C1C)CO ((2-(benzyloxy)-3-methylphenyl)methanol). RXN SMILES: [CH2:1]([O:8][C:9]1[C:18]([CH3:19])=[CH:17][CH:16]=[CH:15][C:10]=1[C:11](OC)=[O:12])[C:2]1[CH:7]=[CH:6][CH:5]=[CH:4][CH:3]=1.[Li+].[BH4-]>O1CCCC1>[CH2:1]([O:8][C:9]1[C:18]([CH3:19])=[CH:17][CH:16]=[CH:15][C:10]=1[CH2:11][OH:12])[C:2]1[CH:3]=[CH:4][CH:5]=[CH:6][CH:7]=1 |f:1.2|. Reported procedure: Into a 500-mL 3-necked round-bottom flask purged and maintained with an inert atmosphere of nitrogen, was placed methyl 2-(benzyloxy)-3-methylbenzoate (40 g, 156.07 mmol, 1.00 equiv) and tetrahydrofuran (300 mL). This was followed by the addition of LiBH4 (15.6 g, 5.00 equiv) in several batches with stirring. The resulting solution was stirred overnight at 60° C. The reaction was then quenched by the addition of 1.5 L of water/ice. The resulting solution was extracted with 2×800 mL of ethyl acet...